This data is from the Open Reaction Database (ORD), a public repository of structured organic reaction records. The task is: describe an organic reaction: reactants, conditions, products, and yield Starting materials: CC(Oc1ccc(S(C)(=O)=O)cc1C(=O)N1Cc2cc(Br)cnc2C1)C(F)(F)F, OB(O)c1ccc(F)cc1. Yields the product CC(Oc1ccc(S(C)(=O)=O)cc1C(=O)N1Cc2cc(-c3ccc(F)cc3)cnc2C1)C(F)(F)F. As a reaction SMILES: [Br:1][c:2]1[cH:3][c:4]2[c:5]([n:6][cH:7]1)[CH2:8][N:9]([C:11](=[O:12])[c:13]1[c:14]([O:23][CH:24]([C:25]([F:26])([F:27])[F:28])[CH3:29])[cH:15][cH:16][c:17]([S:19](=[O:20])(=[O:21])[CH3:22])[cH:18]1)[CH2:10]2.[F:30][c:31]1[cH:32][cH:33][c:34]([B:37]([OH:38])[OH:39])[cH:35][cH:36]1>>[c:2]1(-[c:34]2[cH:33][cH:32][c:31]([F:30])[cH:36][cH:35]2)[cH:3][c:4]2[c:5]([n:6][cH:7]1)[CH2:8][N:9]([C:11](=[O:12])[c:13]1[c:14]([O:23][CH:24]([C:25]([F:26])([F:27])[F:28])[CH3:29])[cH:15][cH:16][c:17]([S:19](=[O:20])(=[O:21])[CH3:22])[cH:18]1)[CH2:10]2. Reaction SMILES: [C:33].[CH2:1]([c:2]1[cH:3][cH:4][cH:5][cH:6][cH:7]1)[O:8][c:9]1[cH:10][cH:11][c:12]([O:13][CH:14]2[CH2:15][CH2:16][N:17]([C:20](=[O:21])[O:22][c:23]3[cH:24][n:25][cH:26][cH:27][cH:28]3)[CH2:18][CH2:19]2)[cH:29][cH:30]1.[CH2:35]1[O:36][CH2:37][CH2:38][CH2:39]1.[H:31][H:32].[Pd:34]>>[OH:8][c:9]1[cH:10][cH:11][c:12]([O:13][CH:14]2[CH2:15][CH2:16][N:17]([C:20](=[O:21])[O:22][c:23]3[cH:24][n:25][cH:26][cH:27][cH:28]3)[CH2:18][CH2:19]2)[cH:29][cH:30]1. Yields the product O=C(Oc1cccnc1)N1CCC(Oc2ccc(O)cc2)CC1. Starting materials: C, O=C(Oc1cccnc1)N1CCC(Oc2ccc(OCc3ccccc3)cc2)CC1, C1CCOC1, [H][H], [Pd]. The reactants are C(C1=CC=CC=C1)OC1=CC=C(CN(O)C(C)=O)C=C1 (N-(4-benzyloxybenzyl)acetohydroxamic acid), CN=C=O (methyl isocyanate). The reagents and catalysts are N12CCCCCC2=NCCC1 (1,8-diazabicyclo [5.4.0] undec-7-ene). Solvent: O1CCCC1 (tetrahydrofuran). Reaction conditions: time 3 hour. The product is C(C1=CC=CC=C1)OC1=CC=C(CN(OC(NC)=O)C(C)=O)C=C1 (N-(4-benzyloxybenzyl)-O-methylcarbamoylacetohydroxamic acid). Isolated yield 82.6%. RXN SMILES: [CH2:1]([O:8][C:9]1[CH:20]=[CH:19][C:12]([CH2:13][N:14]([C:16](=[O:18])[CH3:17])[OH:15])=[CH:11][CH:10]=1)[C:2]1[CH:7]=[CH:6][CH:5]=[CH:4][CH:3]=1.[CH3:21][N:22]=[C:23]=[O:24]>N12CCCN=C1CCCCC2.O1CCCC1>[CH2:1]([O:8][C:9]1[CH:20]=[CH:19][C:12]([CH2:13][N:14]([C:16](=[O:18])[CH3:17])[O:15][C:23](=[O:24])[NH:22][CH3:21])=[CH:11][CH:10]=1)[C:2]1[CH:3]=[CH:4][CH:5]=[CH:6][CH:7]=1. Reported procedure: A mixture of N-(4-benzyloxybenzyl)acetohydroxamic acid (1.35 g), methyl isocyanate (0.65 g) and 1,8-diazabicyclo [5.4.0] undec-7-ene catalyst (1 drop) in tetrahydrofuran (10 ml) was stirred for 3 hours then left overnight to provide N-(4-benzyloxybenzyl)-O-methylcarbamoylacetohydroxamic acid (1.35 g) m.pt. 101°-102° [from ethyl acetate-light petroleum (b.pt. 60°-80°)]. Reactants: FC1=CC=C(C=C1)C1=NC(=NC(=C1C(=O)OC)C(C)C)O (4-(4-fluorophenyl)-2-hydroxy-6-isopropyl-5-methoxycarbonylpyrimidine), C1(=CC=C(C=C1)S(=O)(=O)Cl)C (p-toluenesulfonyl chloride), sodium t-pentoxide, C(C)#N (acetonitrile), CNS(=O)(=O)C (N-methylmethanesulfonamide), sodium t-pentoxide. Run in O (water). Conditions: temperature 5 celsius, time 30 minute. Product: FC1=CC=C(C=C1)C1=NC(=NC(=C1C(=O)OC)C(C)C)N(S(=O)(=O)C)C (4-(4-fluorophenyl)-6-isopropyl-5-methoxycarbonyl-2-(N-methyl-N-methanesulfonylamino)pyrimidine). Yield: 69.1%. RXN SMILES: [F:1][C:2]1[CH:7]=[CH:6][C:5]([C:8]2[C:13]([C:14]([O:16][CH3:17])=[O:15])=[C:12]([CH:18]([CH3:20])[CH3:19])[N:11]=[C:10](O)[N:9]=2)=[CH:4][CH:3]=1.C(#N)C.C1(C)C=CC(S(Cl)(=O)=O)=CC=1.[CH3:36][NH:37][S:38]([CH3:41])(=[O:40])=[O:39]>O>[F:1][C:2]1[CH:7]=[CH:6][C:5]([C:8]2[C:13]([C:14]([O:16][CH3:17])=[O:15])=[C:12]([CH:18]([CH3:20])[CH3:19])[N:11]=[C:10]([N:37]([CH3:36])[S:38]([CH3:41])(=[O:40])=[O:39])[N:9]=2)=[CH:4][CH:3]=1. Reported procedure: In a 1000 mL-volume glass flask equipped with a stirrer, a thermometer and a reflux condenser were placed 50.0 g (172 mmol.) of 4-(4-fluorophenyl)-2-hydroxy-6-isopropyl-5-methoxycarbonylpyrimidine, 20.8 g (189 mmol.) of sodium t-pentoxide, and 344 mL of acetonitrile, and the resulting mixture was stirred at 0-10° C. for 30 minutes. To the mixture was slowly added 36.1 g (189 mmol.) of p-toluenesulfonyl chloride, and the reaction was carried out at for 5 hours at room temperature. Subsequently, t...